From a dataset of the Open Reaction Database (ORD), a public repository of structured organic reaction records. describe an organic reaction: reactants, conditions, products, and yield The reactants are 4C, C1(=CC=CC=C1)C(N1C(C(C2=CC=CC=C12)(C1=CC2=C(OCCO2)C=C1O)O)=O)C1=CC=CC=C1 (1-(diphenylmethyl)-3-hydroxy-3-(7-hydroxy-2,3-dihydro-1,4-benzodioxin-6-yl)-1,3-dihydro-2H-indol-2-one), ClC1=C2C(C(N(C2=CC=C1)C(C1=CC=CC=C1)C1=CC=CC=C1)=O)(C=1C(=CC2=C(CCO2)C1)O)O (4-chloro-1-(diphenylmethyl)-3-hydroxy-3-(6-hydroxy-2,3-dihydro-1-benzofuran-5-yl)-1,3-dihydro-2H-indol-2-one). Product: C1(=CC=CC=C1)C(N1C(C(C2=CC=CC=C12)C1=CC2=C(OCCO2)C=C1O)=O)C1=CC=CC=C1 (1-(diphenylmethyl)-3-(7-hydroxy-2,3-dihydro-1,4-benzodioxin-6-yl)-1,3-dihydro-2H-indol-2-one). RXN SMILES: [C:1]1([CH:7]([C:30]2[CH:35]=[CH:34][CH:33]=[CH:32][CH:31]=2)[N:8]2[C:16]3[C:11](=[CH:12][CH:13]=[CH:14][CH:15]=3)[C:10](O)([C:17]3[C:26]([OH:27])=[CH:25][C:20]4[O:21][CH2:22][CH2:23][O:24][C:19]=4[CH:18]=3)[C:9]2=[O:29])[CH:6]=[CH:5][CH:4]=[CH:3][CH:2]=1.ClC1C=CC=C2C=1C(O)(C1C(O)=CC3OCCC=3C=1)C(=O)N2C(C1C=CC=CC=1)C1C=CC=CC=1>>[C:30]1([CH:7]([C:1]2[CH:2]=[CH:3][CH:4]=[CH:5][CH:6]=2)[N:8]2[C:16]3[C:11](=[CH:12][CH:13]=[CH:14][CH:15]=3)[CH:10]([C:17]3[C:26]([OH:27])=[CH:25][C:20]4[O:21][CH2:22][CH2:23][O:24][C:19]=4[CH:18]=3)[C:9]2=[O:29])[CH:31]=[CH:32][CH:33]=[CH:34][CH:35]=1. Procedure: Following the procedure as described in PREPARATION 4C, and making non-critical variations using 1-(diphenylmethyl)-3-hydroxy-3-(7-hydroxy-2,3-dihydro-1,4-benzodioxin-6-yl)-1,3-dihydro-2H-indol-2-one to replace 4-chloro-1-(diphenylmethyl)-3-hydroxy-3-(6-hydroxy-2,3-dihydro-1-benzofuran-5-yl)-1,3-dihydro-2H-indol-2-one, 1-(diphenylmethyl)-3-(7-hydroxy-2,3-dihydro-1,4-benzodioxin-6-yl)-1,3-dihydro-2H-indol-2-one was obtained (quantitative) as a pale pink solid: mp 157-160° C. (diethyl ether/hexane... Isolated yield 79.3%. Reactants: O (water), [H-].[Na+] (Sodium hydride), ClCC=1C=CC(=NC1)OCC=1N=C(OC1C)C=1OC=CC1 (5-chloromethyl-2-[2-(2-furyl)-5-methyl-4-oxazolylmethoxy]pyridine), C(C)OC1=NNC=C1CC(=O)OCC (ethyl 3-ethoxy-1H-pyrazol-4-ylacetate). Reaction conditions: time 1 hour. The solvent is CN(C=O)C (N,N-dimethylformamide). Yields the product C(C)OC1=NN(C=C1CC(=O)OCC)CC=1C=NC(=CC1)OCC=1N=C(OC1C)C=1OC=CC1 (ethyl 3-ethoxy-1-[6-[2-(2-furyl)-5-methyl-4-oxazolylmethoxy]-3-pyridylmethyl]-1H-pyrazol-4-ylacetate). Procedure: Sodium hydride (60%, oily, 39.4 mg) was added to a solution of 5-chloromethyl-2-[2-(2-furyl)-5-methyl-4-oxazolylmethoxy]pyridine (300 mg), ethyl 3-ethoxy-1H-pyrazol-4-ylacetate (195 mg) in N,N-dimethylformamide (10 ml) at 0° C., and the mixture was stirred at room temperature for 1 hour. The reaction mixture was poured into water, and extracted with ethyl acetate. The ethyl acetate layer was washed with saturated aqueous sodium chloride solution, dried (MgSO4), and concentrated. The residue was ... Reaction SMILES: [H-].[Na+].Cl[CH2:4][C:5]1[CH:6]=[CH:7][C:8]([O:11][CH2:12][C:13]2[N:14]=[C:15]([C:19]3[O:20][CH:21]=[CH:22][CH:23]=3)[O:16][C:17]=2[CH3:18])=[N:9][CH:10]=1.[CH2:24]([O:26][C:27]1[C:31]([CH2:32][C:33]([O:35][CH2:36][CH3:37])=[O:34])=[CH:30][NH:29][N:28]=1)[CH3:25].O>CN(C)C=O>[CH2:24]([O:26][C:27]1[C:31]([CH2:32][C:33]([O:35][CH2:36][CH3:37])=[O:34])=[CH:30][N:29]([CH2:4][C:5]2[CH:10]=[N:9][C:8]([O:11][CH2:12][C:13]3[N:14]=[C:15]([C:19]4[O:20][CH:21]=[CH:22][CH:23]=4)[O:16][C:17]=3[CH3:18])=[CH:7][CH:6]=2)[N:28]=1)[CH3:25] |f:0.1|. The reactants are C(C)(=O)Cl (acetyl chloride), C(C)OC(C1=CC(=CC=C1N)C1=C(CCC1)C1=C(C=CC(=C1)C(F)(F)F)OCC1=C(C=C(C=C1)F)F)=O (3-{2-[5-trifluoromethyl-2-(2,4-difluorobenzyloxy)phenyl]cyclopent-1-enyl}-6-aminobenzoic acid ethyl ester). The product is C(C)OC(C1=CC(=CC=C1NC(C)=O)C1=C(CCC1)C1=C(C=CC(=C1)C(F)(F)F)OCC1=C(C=C(C=C1)F)F)=O (3-{2-[5-Trifluoromethyl-2-(2,4-difluorobenzyloxy)phenyl]cyclopent-1-enyl}-6-acetamidobenzoic acid ethyl ester). RXN SMILES: [C:1](Cl)(=[O:3])[CH3:2].[CH2:5]([O:7][C:8](=[O:41])[C:9]1[C:14]([NH2:15])=[CH:13][CH:12]=[C:11]([C:16]2[CH2:20][CH2:19][CH2:18][C:17]=2[C:21]2[CH:26]=[C:25]([C:27]([F:30])([F:29])[F:28])[CH:24]=[CH:23][C:22]=2[O:31][CH2:32][C:33]2[CH:38]=[CH:37][C:36]([F:39])=[CH:35][C:34]=2[F:40])[CH:10]=1)[CH3:6]>>[CH2:5]([O:7][C:8](=[O:41])[C:9]1[C:14]([NH:15][C:1](=[O:3])[CH3:2])=[CH:13][CH:12]=[C:11]([C:16]2[CH2:20][CH2:19][CH2:18][C:17]=2[C:21]2[CH:26]=[C:25]([C:27]([F:30])([F:29])[F:28])[CH:24]=[CH:23][C:22]=2[O:31][CH2:32][C:33]2[CH:38]=[CH:37][C:36]([F:39])=[CH:35][C:34]=2[F:40])[CH:10]=1)[CH3:6]. Procedure: Prepared by general procedure E but using acetyl chloride instead of propionyl chloride and (3-{2-[5-trifluoromethyl-2-(2,4-difluorobenzyloxy)phenyl]cyclopent-1-enyl}-6-aminobenzoic acid ethyl ester instead of 5-[2-(2-benzyloxy-5-chlorophenyl)-cyclopent-1-enyl]-2-aminobenzoic acid methyl ester.